This data is from the Open Reaction Database (ORD), a public repository of structured organic reaction records. The task is: describe an organic reaction: reactants, conditions, products, and yield Starting materials: ClC1=C(C=C(C=C1)[C@]12[C@@H]([C@H]([C@@H]([C@](CO1)(O2)CO)O)O)O)CC2=CC=C(C=C2)OCC ((1S,2S,3S,4R,5S)-5-[4-Chloro-3-(4-ethoxy-benzyl)-phenyl]-1-hydroxymethyl-6,8-dioxa-bicyclo[3.2.1]octane-2,3,4-triol), C(C)OC(=O)Cl (ethylchloroformate). The solvent is N1=C(C=C(C=C1C)C)C (collidine). Reaction conditions: time 8 hour. The product is C(C)OC(OC[C@@]12[C@H]([C@@H]([C@H]([C@@](OC1)(O2)C2=CC(=C(C=C2)Cl)CC2=CC=C(C=C2)OCC)O)O)O)=O (Carbonic acid (1R,2S,3S,4R,5S)-5-[4-chloro-3-(4-ethoxy-benzyl)-phenyl]-2,3,4-trihydoxy-6,8-dioxa-bicyclo[3.2.1]oct-1-ylmethyl ester ethyl ester). Isolated yield 40.0%. Reaction SMILES: [Cl:1][C:2]1[CH:7]=[CH:6][C:5]([C@@:8]23[O:15][C@@:12]([CH2:16][OH:17])([CH2:13][O:14]2)[C@@H:11]([OH:18])[C@H:10]([OH:19])[C@H:9]3[OH:20])=[CH:4][C:3]=1[CH2:21][C:22]1[CH:27]=[CH:26][C:25]([O:28][CH2:29][CH3:30])=[CH:24][CH:23]=1.[CH2:31]([O:33][C:34](Cl)=[O:35])[CH3:32]>N1C(C)=CC(C)=CC=1C>[CH2:31]([O:33][C:34](=[O:35])[O:17][CH2:16][C@:12]12[O:15][C@:8]([C:5]3[CH:6]=[CH:7][C:2]([Cl:1])=[C:3]([CH2:21][C:22]4[CH:23]=[CH:24][C:25]([O:28][CH2:29][CH3:30])=[CH:26][CH:27]=4)[CH:4]=3)([O:14][CH2:13]1)[C@H:9]([OH:20])[C@@H:10]([OH:19])[C@@H:11]2[OH:18])[CH3:32]. Procedure details: To a vigorously stirred solution of (1S,2S,3S,4R,5S)-5-[4-chloro-3-(4-ethoxy-benzyl)-phenyl]-1-hydroxymethyl-6,8-dioxa-bicyclo[3.2.1]octane-2,3,4-triol (1A, 288 mg, 0.659 mmol) in collidine (6.6 mL) cooled to −35 degrees Celsius was added drop-wise over 10 minutes ethylchloroformate (0.112 mL, 1.19 mmol). The reaction mixture was allowed to stir overnight at room temperature. The reaction was quenched with an aqueous solution of saturated citric acid and extracted with ethyl acetate (2 times). T... Starting materials: C(C)(C)S(=O)(=O)C=1C=C(C#N)C=C(C1)C(=C)C (3-(isopropylsulfonyl)-5-(prop-1-en-2-yl)benzonitrile), C(=C)(C)CC(=O)N (isopropenyl acetamide). Yields the product C(C)(C)C=1C=C(C=C(C1)S(=O)(=O)C(C)C)CN ((3-isopropyl-5-(isopropylsulfonyl)phenyl)methanamine). Reaction SMILES: [CH:1]([S:4]([C:7]1[CH:8]=[C:9]([CH:12]=[C:13]([C:15]([CH3:17])=[CH2:16])[CH:14]=1)[C:10]#[N:11])(=[O:6])=[O:5])([CH3:3])[CH3:2].C(CC(N)=O)(C)=C>>[CH:15]([C:13]1[CH:12]=[C:9]([CH2:10][NH2:11])[CH:8]=[C:7]([S:4]([CH:1]([CH3:3])[CH3:2])(=[O:6])=[O:5])[CH:14]=1)([CH3:17])[CH3:16]. Procedure details: (3-isopropyl-5-(isopropylsulfonyl)phenyl)methanamine was synthesized from 3-(isopropylsulfonyl)-5-(prop-1-en-2-yl)benzonitrile following the general procedure as described above for the isopropenyl acetamide.